Task: describe an organic reaction: reactants, conditions, products, and yield. Dataset: the Open Reaction Database (ORD), a public repository of structured organic reaction records Reactants: [Br-], O=c1cc(NC2CCN(CC=Cc3ccccc3)CC2)c2cc(Br)ccc2o1, C1CCOC1, CC(C)CC[Zn+], [Cu]I, N#N. The product is CC(C)CCc1ccc2oc(=O)cc(NC3CCN(CC=Cc4ccccc4)CC3)c2c1. RXN SMILES: [Br-:31].[Br:3][c:4]1[cH:5][c:6]2[c:7]([NH:15][CH:16]3[CH2:17][CH2:18][N:19]([CH2:22][CH:23]=[CH:24][c:25]4[cH:26][cH:27][cH:28][cH:29][cH:30]4)[CH2:20][CH2:21]3)[cH:8][c:9](=[O:14])[o:10][c:11]2[cH:12][cH:13]1.[CH2:38]1[O:39][CH2:40][CH2:41][CH2:42]1.[CH3:32][CH:33]([CH2:34][CH2:35][Zn+:36])[CH3:37].[Cu:43][I:44].[N:1]#[N:2]>>[c:4]1([CH2:35][CH2:34][CH:33]([CH3:32])[CH3:37])[cH:5][c:6]2[c:7]([NH:15][CH:16]3[CH2:17][CH2:18][N:19]([CH2:22][CH:23]=[CH:24][c:25]4[cH:26][cH:27][cH:28][cH:29][cH:30]4)[CH2:20][CH2:21]3)[cH:8][c:9](=[O:14])[o:10][c:11]2[cH:12][cH:13]1.